The task is: describe an organic reaction: reactants, conditions, products, and yield. This data is from the Open Reaction Database (ORD), a public repository of structured organic reaction records. Reactants: CC(=O)OC(C)=O, Cc1cc(OCc2ccccc2)nc(N)n1, [Na+], [Na+], O=C([O-])[O-], c1ccccc1. Yields the product CC(=O)Nc1nc(C)cc(OCc2ccccc2)n1. RXN SMILES: [CH3:1][C:2](=[O:3])[O:4][C:5](=[O:6])[CH3:7].[NH2:8][c:9]1[n:10][c:11]([O:16][CH2:17][c:18]2[cH:19][cH:20][cH:21][cH:22][cH:23]2)[cH:12][c:13]([CH3:15])[n:14]1.[Na+:24].[Na+:25].[O-:26][C:27](=[O:28])[O-:29].[cH:30]1[cH:31][cH:32][cH:33][cH:34][cH:35]1>>[CH3:1][C:2](=[O:3])[NH:8][c:9]1[n:10][c:11]([O:16][CH2:17][c:18]2[cH:19][cH:20][cH:21][cH:22][cH:23]2)[cH:12][c:13]([CH3:15])[n:14]1. Product: C(C1=CC=CC=C1)C=1C=C2C(=NC(=NC2=CC1Cl)N1N=CC(=C1)C(=O)O)NC1CC1 (1-(6-Benzyl-4-(cyclopropylamino)-7-chloroquinazolin-2-yl)-1H-pyrazole-4-carboxylic acid). The reactants are C(C1=CC=CC=C1)C=1C=C2C(NC(=NC2=CC1Cl)N1N=CC(=C1)C(=O)OCC)=O (ethyl 1-(6-benzyl-7-chloro-4-oxo-3,4-dihydroquinazolin-2-yl)-1H-pyrazole-4-carboxylate), C1(CC1)N (cyclopropyl amine). Reported procedure: The above compound may be made analogous to Example 1 using ethyl 1-(6-benzyl-7-chloro-4-oxo-3,4-dihydroquinazolin-2-yl)-1H-pyrazole-4-carboxylate in step D and cyclopropyl amine in step E. MS (ESI): predicted mass calcd. for C22H18ClN5O2, 419.9 As a reaction SMILES: [CH2:1]([C:8]1[CH:9]=[C:10]2[C:15](=[CH:16][C:17]=1[Cl:18])[N:14]=[C:13]([N:19]1[CH:23]=[C:22]([C:24]([O:26]CC)=[O:25])[CH:21]=[N:20]1)[NH:12][C:11]2=O)[C:2]1[CH:7]=[CH:6][CH:5]=[CH:4][CH:3]=1.[CH:30]1([NH2:33])[CH2:32][CH2:31]1>>[CH2:1]([C:8]1[CH:9]=[C:10]2[C:15](=[CH:16][C:17]=1[Cl:18])[N:14]=[C:13]([N:19]1[CH:23]=[C:22]([C:24]([OH:26])=[O:25])[CH:21]=[N:20]1)[N:12]=[C:11]2[NH:33][CH:30]1[CH2:32][CH2:31]1)[C:2]1[CH:3]=[CH:4][CH:5]=[CH:6][CH:7]=1. Reactants: CC(O[Si](C)(C)C(C)(C)C)c1cc(CO)no1, COC(C)(C)C, C1CN2CCN1CC2, O, Cc1ccc(S(=O)(=O)Cl)cc1. The product is Cc1ccc(S(=O)(=O)OCc2cc(C(C)O[Si](C)(C)C(C)(C)C)on2)cc1. Reaction SMILES: [C:1]([CH3:2])([CH3:3])([CH3:4])[Si:5]([O:6][CH:7]([CH3:8])[c:9]1[cH:10][c:11]([CH2:14][OH:15])[n:12][o:13]1)([CH3:16])[CH3:17].[CH3:38][O:39][C:40]([CH3:41])([CH3:42])[CH3:43].[N:18]12[CH2:19][CH2:20][N:21]([CH2:22][CH2:23]1)[CH2:24][CH2:25]2.[OH2:37].[c:26]1([CH3:36])[cH:27][cH:28][c:29]([S:32](=[O:33])(=[O:34])[Cl:35])[cH:30][cH:31]1>>[C:1]([CH3:2])([CH3:3])([CH3:4])[Si:5]([O:6][CH:7]([CH3:8])[c:9]1[cH:10][c:11]([CH2:14][O:15][S:32]([c:29]2[cH:28][cH:27][c:26]([CH3:36])[cH:31][cH:30]2)(=[O:33])=[O:34])[n:12][o:13]1)([CH3:16])[CH3:17]. The reactants are C1(=CC=CC=C1)O (Phenol), [H-].[Na+] (sodium hydride), ClC1=NC(=C(C(=C1[N+](=O)[O-])NCCNC(OC(C)(C)C)=O)C)C (tert-butyl 2-[(2-chloro-5,6-dimethyl-3-nitropyridin-4-yl)amino]ethylcarbamate), O (water). Solvent: COCCOCCOC (diglyme), COCCOCCOC (diglyme). Conditions: temperature 90 celsius, time 30 minute. Yields the product CC1=NC(=C(C(=C1C)NCCNC(OC(C)(C)C)=O)[N+](=O)[O-])OC1=CC=CC=C1 (tert-butyl 2-[(2,3-dimethyl-5-nitro-6-phenoxypyridin-4-yl)amino]ethylcarbamate). Isolated yield 59.1%. RXN SMILES: [C:1]1([OH:7])[CH:6]=[CH:5][CH:4]=[CH:3][CH:2]=1.[H-].[Na+].Cl[C:11]1[C:16]([N+:17]([O-:19])=[O:18])=[C:15]([NH:20][CH2:21][CH2:22][NH:23][C:24](=[O:30])[O:25][C:26]([CH3:29])([CH3:28])[CH3:27])[C:14]([CH3:31])=[C:13]([CH3:32])[N:12]=1.O>COCCOCCOC>[CH3:32][C:13]1[C:14]([CH3:31])=[C:15]([NH:20][CH2:21][CH2:22][NH:23][C:24](=[O:30])[O:25][C:26]([CH3:29])([CH3:28])[CH3:27])[C:16]([N+:17]([O-:19])=[O:18])=[C:11]([O:7][C:1]2[CH:6]=[CH:5][CH:4]=[CH:3][CH:2]=2)[N:12]=1 |f:1.2|. Procedure details: Phenol (1.19 g, 12.6 mmol) was added in portions to a chilled (0° C.) suspension of sodium hydride (0.52 g of 60%, 13.1 mmol) in diglyme (4 mL). The reaction mixture was then stirred for 30 minutes. A warm solution of tert-butyl 2-[(2-chloro-5,6-dimethyl-3-nitropyridin-4-yl)amino]ethylcarbamate (3.0 g, 8.70 mmol) in diglyme (6 mL) was added and the reaction mixture was heated at 90° C. overnight. The reaction mixture was cooled and poured slowly into water (100 mL). The resulting tan solid was i... Reactants: C(C)OC(=O)C1C(C(=NO1)C(C)(C)C)C#N (3-tert-Butyl-4-cyano-4,5-dihydro-isoxazole-5-carboxylic acid ethyl ester), C(#N)C1=C(C(=O)C(=C(C1=O)Cl)Cl)C#N (DDQ). Solvent: hexanes, C1(=CC=CC=C1)C (toluene). Conditions: temperature 110 celsius. The product is C(C)OC(=O)C1=C(C(=NO1)C(C)(C)C)C#N (3-tert-butyl-4-cyano-isoxazole-5-carboxylic acid ethyl ester). RXN SMILES: [CH2:1]([O:3][C:4]([CH:6]1[O:10][N:9]=[C:8]([C:11]([CH3:14])([CH3:13])[CH3:12])[CH:7]1[C:15]#[N:16])=[O:5])[CH3:2].C(C1C(=O)C(Cl)=C(Cl)C(=O)C=1C#N)#N>C1(C)C=CC=CC=1>[CH2:1]([O:3][C:4]([C:6]1[O:10][N:9]=[C:8]([C:11]([CH3:13])([CH3:12])[CH3:14])[C:7]=1[C:15]#[N:16])=[O:5])[CH3:2]. Reported procedure: 3-tert-Butyl-4-cyano-4,5-dihydro-isoxazole-5-carboxylic acid ethyl ester (1.51 g, 2.56 mmol corrected for the measured purity, prepared as described in the previous step) was dissolved in toluene (10 mL) and DDQ (2.41 g, 10.6 mmol) was added as a solid. The resulting mixture was heated to 110° C. for 16 h and then cooled to room temperature and diluted with hexanes (2 mL). The resulting suspension was filtered and the precipitate was washed once with toluene (4 mL). The filtrates were combined a... Starting materials: Cl (hydrochloric acid), [H-].[Na+] (Sodium hydride), C1(=CC=CC=C1)C=1C(=CNC1)C(=O)OC (methyl 4-phenylpyrrole-3-carboxylate), ClCC1=CC=C(OCC=2N=C(OC2C)C2=CC=CC=C2)C=C1 (4-(4-chloromethylphenoxymethyl)-5-methyl-2-phenyloxazole). The solvent is CN(C=O)C (N,N-dimethylformamide). Conditions: time 1 hour. The product is CC1=C(N=C(O1)C1=CC=CC=C1)COC1=CC=C(CN2C=C(C(=C2)C2=CC=CC=C2)C(=O)OC)C=C1 (methyl 1-[4-(5-methyl-2-phenyl-4-oxazolylmethoxy)benzyl]-4-phenylpyrrole-3-carboxylate). The yield is 87.5%. Reaction SMILES: [H-].[Na+].[C:3]1([C:9]2[C:10]([C:14]([O:16][CH3:17])=[O:15])=[CH:11][NH:12][CH:13]=2)[CH:8]=[CH:7][CH:6]=[CH:5][CH:4]=1.Cl[CH2:19][C:20]1[CH:39]=[CH:38][C:23]([O:24][CH2:25][C:26]2[N:27]=[C:28]([C:32]3[CH:37]=[CH:36][CH:35]=[CH:34][CH:33]=3)[O:29][C:30]=2[CH3:31])=[CH:22][CH:21]=1.Cl>CN(C)C=O>[CH3:31][C:30]1[O:29][C:28]([C:32]2[CH:33]=[CH:34][CH:35]=[CH:36][CH:37]=2)=[N:27][C:26]=1[CH2:25][O:24][C:23]1[CH:22]=[CH:21][C:20]([CH2:19][N:12]2[CH:13]=[C:9]([C:3]3[CH:4]=[CH:5][CH:6]=[CH:7][CH:8]=3)[C:10]([C:14]([O:16][CH3:17])=[O:15])=[CH:11]2)=[CH:39][CH:38]=1 |f:0.1|. Reported procedure: Sodium hydride (60%, oily, 298 mg) was added to a mixture of methyl 4-phenylpyrrole-3-carboxylate (1.50 g), 4-(4-chloromethylphenoxymethyl)-5-methyl-2-phenyloxazole (2.34 g) and N,N-dimethylformamide (15 ml) at 0° C., and the mixture was stirred for one hour. The reaction mixture was poured into dilute hydrochloric acid, which was extracted with ethyl acetate. The ethyl acetate layer was washed with saturated aqueous sodium chloride solution, dried (MgSO4), and then concentrated. The residue was... Yields the product COc1ccc(-c2ccccc2)cc1. Starting materials: C1CCOC1, COc1ccc(C#N)cc1, CCCCCCCCCCCCC, [Cl-], [Cl-], [Cl-], Cl[Mg]c1ccccc1, [Zn+2], [Zn+]c1ccccc1. RXN SMILES: [CH2:40]1[O:41][CH2:42][CH2:43][CH2:44]1.[CH3:17][O:18][c:19]1[cH:20][cH:21][c:22]([C:23]#[N:24])[cH:25][cH:26]1.[CH3:27][CH2:28][CH2:29][CH2:30][CH2:31][CH2:32][CH2:33][CH2:34][CH2:35][CH2:36][CH2:37][CH2:38][CH3:39].[Cl-:45].[Cl-:47].[Cl-:9].[Cl:1][Mg:2][c:3]1[cH:4][cH:5][cH:6][cH:7][cH:8]1.[Zn+2:46].[c:10]1([Zn+:11])[cH:12][cH:13][cH:14][cH:15][cH:16]1>>[c:3]1(-[c:22]2[cH:21][cH:20][c:19]([O:18][CH3:17])[cH:26][cH:25]2)[cH:4][cH:5][cH:6][cH:7][cH:8]1.